From a dataset of the Open Reaction Database (ORD), a public repository of structured organic reaction records. describe an organic reaction: reactants, conditions, products, and yield The reactants are solid, BrC1=CC(=CC=2C(=C3N(C12)CCNC3=O)C)Cl (6-bromo-8-chloro-10-methyl-3,4-dihydro-2H-pyrazino[1,2-a]indol-1-one), BrC1=CC(=CC=2C(=C3N(C12)CCNC3=O)C)Cl (6-bromo-8-chloro-10-methyl-3,4-dihydro-2H-pyrazino[1,2-a]indol-1-one), COC1=CC=C(C=C1)B(O)O (4-methoxy-phenylboronic acid). Yields the product ClC1=CC=2C(=C3N(C2C(=C1)C1=CC=C(C=C1)OC)CCNC3=O)C (8-Chloro-6-(4-methoxy-phenyl)-10-methyl-3,4-dihydro-2H-pyrazino[1,2-a]indol-1-one). RXN SMILES: Br[C:2]1[C:10]2[N:9]3[CH2:11][CH2:12][NH:13][C:14](=[O:15])[C:8]3=[C:7]([CH3:16])[C:6]=2[CH:5]=[C:4]([Cl:17])[CH:3]=1.[CH3:18][O:19][C:20]1[CH:25]=[CH:24][C:23](B(O)O)=[CH:22][CH:21]=1>>[Cl:17][C:4]1[CH:3]=[C:2]([C:23]2[CH:24]=[CH:25][C:20]([O:19][CH3:18])=[CH:21][CH:22]=2)[C:10]2[N:9]3[CH2:11][CH2:12][NH:13][C:14](=[O:15])[C:8]3=[C:7]([CH3:16])[C:6]=2[CH:5]=1. Procedure details: The title compound, white solid (80 mg, 94%), MS (ISP) m/z=341.3 [(M+H)+], mp 264° C., was prepared in accordance with the general method of example 1 from 6-bromo-8-chloro-10-methyl-3,4-dihydro-2H-pyrazino[1,2-a]indol-1-one (intermediate 12) (78.4 mg, 0.25 mmol) and commercially available 4-methoxy-phenylboronic acid (49.4 mg, 0.325 mmol).